From a dataset of the Open Reaction Database (ORD), a public repository of structured organic reaction records. describe an organic reaction: reactants, conditions, products, and yield The reactants are Cl.COC1=CC=C(C=C1)C=1N=CN(C1)C(=O)N(C1CCNCC1)C (4-(4-methoxyphenyl)-N-methyl-N-(piperidin-4-yl)-1H-imidazole-1-carboxamide hydrochloride), CC(C)([O-])C.[K+] (potassium tert-butoxide), N#CBr (cyanogen bromide). Solvent: CN(C)C=O (DMF). Reaction conditions: time 30 minute. Yields the product C(#N)N1CCC(CC1)N(C(=O)N1C=NC(=C1)C1=CC=C(C=C1)OC)C (N-(1-cyanopiperidin-4-yl)-4-(4-methoxyphenyl)-N-methyl-1H-imidazole-1-carboxamide). As a reaction SMILES: Cl.[CH3:2][O:3][C:4]1[CH:9]=[CH:8][C:7]([C:10]2[N:11]=[CH:12][N:13]([C:15]([N:17]([CH3:24])[CH:18]3[CH2:23][CH2:22][NH:21][CH2:20][CH2:19]3)=[O:16])[CH:14]=2)=[CH:6][CH:5]=1.CC(C)([O-])C.[K+].[N:31]#[C:32]Br>CN(C=O)C>[C:32]([N:21]1[CH2:22][CH2:23][CH:18]([N:17]([CH3:24])[C:15]([N:13]2[CH:14]=[C:10]([C:7]3[CH:8]=[CH:9][C:4]([O:3][CH3:2])=[CH:5][CH:6]=3)[N:11]=[CH:12]2)=[O:16])[CH2:19][CH2:20]1)#[N:31] |f:0.1,2.3|. Reported procedure: To a solution of 4-(4-methoxyphenyl)-N-methyl-N-(piperidin-4-yl)-1H-imidazole-1-carboxamide hydrochloride (287 mg, 0.818 mmol) in DMF (5 mL) was added potassium tert-butoxide (184 mg, 1.636 mmol) and the mixture was allowed to stir at room temperature for 30 minutes, whereupon it was cooled in an ice/water bath and cyanogen bromide (0.818 mL, 2.454 mmol, 3 N dichloromethane solution) was added dropwise over 10-15 minutes. The reaction mixture was allowed to slowly warm up to room temperature ove...